Task: describe an organic reaction: reactants, conditions, products, and yield. Dataset: the Open Reaction Database (ORD), a public repository of structured organic reaction records Starting materials: ClC=1C=C(C(C(=O)O)=CC1)NCC(=O)OCC (4-chloro-N-(ethoxycarbonylmethyl)anthranilic acid), [O-]C#N.[K+] (potassium cyanate), Cl (Hydrogen chloride). Solvent: S1(=O)(=O)CCCC1 (sulfolane). Yields the product ClC1=CC=C2C(NC(N(C2=C1)CC(=O)OCC)=O)=O (ethyl 1,2,3,4-tetrahydro-7-chloro-2,4-dioxoquinazolin-1-ylacetate). Yield: 86.6%. As a reaction SMILES: Cl.[Cl:2][C:3]1[CH:4]=[C:5]([NH:12][CH2:13][C:14]([O:16][CH2:17][CH3:18])=[O:15])[C:6](=[CH:10][CH:11]=1)[C:7]([OH:9])=O.[O-:19][C:20]#[N:21].[K+]>S1(CCCC1)(=O)=O>[Cl:2][C:3]1[CH:4]=[C:5]2[C:6]([C:7](=[O:9])[NH:21][C:20](=[O:19])[N:12]2[CH2:13][C:14]([O:16][CH2:17][CH3:18])=[O:15])=[CH:10][CH:11]=1 |f:2.3|. Procedure details: Hydrogen chloride is passed into 1 g of 4-chloro-N-(ethoxycarbonylmethyl)anthranilic acid and 1.6 g of potassium cyanate in 20 ml of sulfolane at 50° C. until analysis by HPLC indicates complete conversion. The product is precipitated by addition of water, filtered off, washed with water and dried. 0.95 g (87%) of ethyl 1,2,3,4-tetrahydro-7-chloro-2,4-dioxoquinazolin-1-ylacetate is obtained. Solvent: C(C)#N (acetonitrile). Conditions: temperature 80 celsius. The reactants are FC(OC1=C(C(=C(C=C1)C=1C=C2COC(C2=CC1)=O)O)OC)F (5-(4-(difluoromethoxy)-2-hydroxy-3-methoxyphenyl)isobenzofuran-1(3H)-one), C([O-])([O-])=O.[K+].[K+] (potassium carbonate), C(C(C)C)Br (isobutyl bromide). Product: FC(OC1=C(C(=C(C=C1)C=1C=C2COC(C2=CC1)=O)OCC(C)C)OC)F (5-(4-Difluoromethoxy-2-isobutoxy-3-methoxy-phenyl)-3H-isobenzofuran-1-one). RXN SMILES: [F:1][CH:2]([F:23])[O:3][C:4]1[CH:9]=[CH:8][C:7]([C:10]2[CH:11]=[C:12]3[C:16](=[CH:17][CH:18]=2)[C:15](=[O:19])[O:14][CH2:13]3)=[C:6]([OH:20])[C:5]=1[O:21][CH3:22].C(=O)([O-])[O-].[K+].[K+].[CH2:30](Br)[CH:31]([CH3:33])[CH3:32]>C(#N)C>[F:23][CH:2]([F:1])[O:3][C:4]1[CH:9]=[CH:8][C:7]([C:10]2[CH:11]=[C:12]3[C:16](=[CH:17][CH:18]=2)[C:15](=[O:19])[O:14][CH2:13]3)=[C:6]([O:20][CH2:30][CH:31]([CH3:33])[CH3:32])[C:5]=1[O:21][CH3:22] |f:1.2.3|. Yield: 31.7%. Procedure details: To a stirring solution of 5-(4-(difluoromethoxy)-2-hydroxy-3-methoxyphenyl)isobenzofuran-1(3H)-one (80 mg, 0.25 mmol) in acetonitrile (10 mL) was added potassium carbonate (103 mg, 0.75 mmol) and isobutyl bromide (102 mg, 0.75 mmol) and the resultant reaction mixture was heated to 80° C. for 16 h. The reaction mixture was cooled to RT, filtered through celite and the filtrate was concentrated under reduced pressure. The residue was purified by column chromatography (silica gel, 0-20% ethyl aceta... The reactants are C(C)(C)(C)OC(=O)N(CCCCCCCCCCCCCCCC(=O)OC)C1=CC=C(C(=O)N2C=NC=C2)C=C1 (1-{4-[N-(t-butyloxycarbonyl)-N-(15-carbomethoxypentadecyl)amino]benzoyl}imidazole), [OH-].[Na+] (sodium hydroxide), NCC(CO)O (3-amino-1,2-propanediol). Run in C(Cl)(Cl)Cl (chloroform). Run at temperature 40 celsius, time 24 hour. Product: C(=O)(OC)CCCCCCCCCCCCCCCNC1=CC=C(C(=O)NCC(CO)O)C=C1 (4-(15-carbomethoxypentadecylamino)-N-(2,3-dihydroxypropyl)benzamide). As a reaction SMILES: C(OC([N:8]([C:28]1[CH:40]=[CH:39][C:31]([C:32](N2C=CN=C2)=[O:33])=[CH:30][CH:29]=1)[CH2:9][CH2:10][CH2:11][CH2:12][CH2:13][CH2:14][CH2:15][CH2:16][CH2:17][CH2:18][CH2:19][CH2:20][CH2:21][CH2:22][CH2:23][C:24]([O:26][CH3:27])=[O:25])=O)(C)(C)C.[OH-].[Na+].[NH2:43][CH2:44][CH:45]([OH:48])[CH2:46][OH:47]>C(Cl)(Cl)Cl>[C:24]([CH2:23][CH2:22][CH2:21][CH2:20][CH2:19][CH2:18][CH2:17][CH2:16][CH2:15][CH2:14][CH2:13][CH2:12][CH2:11][CH2:10][CH2:9][NH:8][C:28]1[CH:40]=[CH:39][C:31]([C:32]([NH:43][CH2:44][CH:45]([OH:48])[CH2:46][OH:47])=[O:33])=[CH:30][CH:29]=1)([O:26][CH3:27])=[O:25] |f:1.2|. Procedure details: To a mixture containing 4.3 g. of 1-{4-[N-(t-butyloxycarbonyl)-N-(15-carbomethoxypentadecyl)amino]benzoyl}imidazole, 50 ml. of chloroform, and 50 ml. of 5 N sodium hydroxide is added 1.1 g. of 3-amino-1,2-propanediol. The solution is vigorously stirred for 24 hours, the layers are separated, and the chloroform solution is washed once with 50 ml. of 1 N sodium hydroxide. The solvent is evaporated and the residue is heated for 30 minutes at 40° C. and 50 ml. of anhydrous trifluoroacetic acid. The ...